This data is from the Open Reaction Database (ORD), a public repository of structured organic reaction records. The task is: describe an organic reaction: reactants, conditions, products, and yield Reactants: BrCC1CC1 ((bromomethyl)cyclopropane), [H-].[Na+] (NaH), BrC1=CC=C(C=C1)CCO (2-(4-bromophenyl)ethanol). Solvent: CN(C)C=O (DMF), CN(C)C=O (DMF), CN(C)C=O (DMF). Reaction conditions: time 30 minute. Product: BrC1=CC=C(C=C1)CCOCC1CC1 (1-Bromo-4-[2-(cyclopropylmethoxy)ethyl]benzene). Reaction SMILES: [H-].[Na+].[Br:3][C:4]1[CH:9]=[CH:8][C:7]([CH2:10][CH2:11][OH:12])=[CH:6][CH:5]=1.Br[CH2:14][CH:15]1[CH2:17][CH2:16]1>CN(C=O)C>[Br:3][C:4]1[CH:9]=[CH:8][C:7]([CH2:10][CH2:11][O:12][CH2:14][CH:15]2[CH2:17][CH2:16]2)=[CH:6][CH:5]=1 |f:0.1|. Reported procedure: To a suspension under nitrogen of 656.5 mg (16.4 mmol) of NaH (at 60% in oil) in 15 ml of DMF is added over 10 minutes a solution of 3 g (14.9 mmol) of 2-(4-bromophenyl)ethanol in 5 ml of DMF. After stirring for 30 minutes at room temperature, the reaction medium is cooled to 10° C. and a solution of 2.4 g (17.9 mmol) of (bromomethyl)cyclopropane in 10 ml of DMF is added over 15 minutes. Reactants: COC(=O)[C@@H]1CN(C(C[C@H]1C1=C(C=C(C(=C1)F)F)F)=O)C(C1=CC=C(C=C1)OC)C1=CC=C(C=C1)OC (methyl-trans-1-[bis(4-methoxyphenyl)methyl]-6-oxo-4-(2,4,5-trifluorophenyl)piperidine-3-carboxylate), [OH-].[Li+] (lithium hydroxide). The solvent is O1CCCC1.CO (tetrahydrofuran methanol). Reaction conditions: temperature 60 celsius, time 2 hour. Yields the product COC1=CC=C(C=C1)C(N1C[C@H]([C@@H](CC1=O)C1=C(C=C(C(=C1)F)F)F)C(=O)O)C1=CC=C(C=C1)OC (trans-1-[bis(4-methoxyphenyl)methyl]-6-oxo-4-(2,4,5-trifluorophenyl)piperidine-3-carboxylic Acid). Reaction SMILES: C[O:2][C:3]([C@H:5]1[C@H:10]([C:11]2[CH:16]=[C:15]([F:17])[C:14]([F:18])=[CH:13][C:12]=2[F:19])[CH2:9][C:8](=[O:20])[N:7]([CH:21]([C:30]2[CH:35]=[CH:34][C:33]([O:36][CH3:37])=[CH:32][CH:31]=2)[C:22]2[CH:27]=[CH:26][C:25]([O:28][CH3:29])=[CH:24][CH:23]=2)[CH2:6]1)=[O:4].[OH-].[Li+]>O1CCCC1.CO>[CH3:29][O:28][C:25]1[CH:26]=[CH:27][C:22]([CH:21]([C:30]2[CH:31]=[CH:32][C:33]([O:36][CH3:37])=[CH:34][CH:35]=2)[N:7]2[C:8](=[O:20])[CH2:9][C@@H:10]([C:11]3[CH:16]=[C:15]([F:17])[C:14]([F:18])=[CH:13][C:12]=3[F:19])[C@H:5]([C:3]([OH:4])=[O:2])[CH2:6]2)=[CH:23][CH:24]=1 |f:1.2,3.4|. Procedure details: To a solution of 5.9 g (11.5 mmol) of the product from Step D in 100 mL of 3:1 tetrahydrofuran/methanol was added 30 mL (30 mmol) of a 1N aqueous lithium hydroxide solution and the resulting mixture was stirred at 60° C. for 2 h. The solution was concentrated and acidified with 100 mL of 1N aqueous hydrochloric acid. The resulting mixture was then extracted with three 250-mL portions of ethyl acetate, and the organic phases combined and washed sequentially with 1N hydrochloric acid and saturated... Reactants: C(C)(C)(C)[Li] (tert-Butyllithium), CN1CC=2N=CSC2C1 (5-Methyl-4,6-dihydro-5H-pyrrolo[3,4-d]thiazole), C(=O)=O (carbon dioxide). Run in O1CCCC1 (tetrahydrofuran). Reaction conditions: temperature -78 celsius, time 1 hour. Product: CN1CC=2N=C(SC2C1)C(=O)[O-].[Li+] (Lithium 5-methyl-4,6-dihydro-5H-pyrrolo[3,4-d]thiazole-2-carboxylate). RXN SMILES: [CH3:1][N:2]1[CH2:9][C:8]2[S:7][CH:6]=[N:5][C:4]=2[CH2:3]1.C([Li:14])(C)(C)C.[C:15](=[O:17])=[O:16]>O1CCCC1>[CH3:1][N:2]1[CH2:9][C:8]2[S:7][C:6]([C:15]([O-:17])=[O:16])=[N:5][C:4]=2[CH2:3]1.[Li+:14] |f:4.5|. Procedure details: 5-Methyl-4,6-dihydro-5H-pyrrolo[3,4-d]thiazole (771 mg) was dissolved in tetrahydrofuran (10 ml) in an argon atmosphere, and the solution was cooled to −78° C. tert-Butyllithium (1.54N pentane solution, 3.93 ml) was added dropwise to this reaction mixture. The reaction mixture was stirred for 1 hour under ice cooling, and cooled again to −78° C. After blowing carbon dioxide into the reaction mixture for 20 minutes, it was heated to room temperature. The reaction mixture was concentrated under re... Starting materials: C(C)(C)(C)OC(NC1=NC=CC(=C1)C=1OC(=NN1)C)=O (tert-butyl[4-(5-methyl-1,3,4-oxadiazol-2-yl)pyridin-2-yl]carbamate). Solvent: FC(C(=O)O)(F)F (trifluoroacetic acid). Run at time 1.5 hour. Yields the product CC1=NN=C(O1)C1=CC(=NC=C1)N (4-(5-methyl-1,3,4-oxadiazol-2-yl)pyridin-2-amine). The yield is 91.7%. As a reaction SMILES: C(OC(=O)[NH:7][C:8]1[CH:13]=[C:12]([C:14]2[O:15][C:16]([CH3:19])=[N:17][N:18]=2)[CH:11]=[CH:10][N:9]=1)(C)(C)C>FC(F)(F)C(O)=O>[CH3:19][C:16]1[O:15][C:14]([C:12]2[CH:11]=[CH:10][N:9]=[C:8]([NH2:7])[CH:13]=2)=[N:18][N:17]=1. Procedure details: A mixture of tert-butyl[4-(5-methyl-1,3,4-oxadiazol-2-yl)pyridin-2-yl]carbamate (440 mg, 1.59 mmol) and trifluoroacetic acid (10 mL) was stirred at room temperature for 1.5 hr. The reaction mixture was concentrated under reduced pressure, and the residue was neutralized with saturated aqueous sodium hydrogen carbonate solution, and extracted with ethyl acetate/tetrahydrofuran. The organic layer was washed with saturated brine, dried over anhydrous magnesium sulfate and concentrated under reduced...